This data is from the Open Reaction Database (ORD), a public repository of structured organic reaction records. The task is: describe an organic reaction: reactants, conditions, products, and yield Reactants: CCSC1=NC(=O)C(=Cc2ccc3c(cnn3Cc3ccc(Cl)cc3C(F)(F)F)c2)S1, CC1CN(C2CNC2)CC(C)O1. Yields the product CC1CN(C2CN(C3=NC(=O)C(=Cc4ccc5c(cnn5Cc5ccc(Cl)cc5C(F)(F)F)c4)S3)C2)CC(C)O1. As a reaction SMILES: [Cl:1][c:2]1[cH:3][c:4]([C:28]([F:29])([F:30])[F:31])[c:5]([CH2:6][n:7]2[n:8][cH:9][c:10]3[cH:11][c:12]([CH:16]=[C:17]4[C:18](=[O:25])[N:19]=[C:20]([S:22][CH2:23][CH3:24])[S:21]4)[cH:13][cH:14][c:15]23)[cH:26][cH:27]1.[NH:32]1[CH2:33][CH:34]([N:36]2[CH2:37][CH:38]([CH3:43])[O:39][CH:40]([CH3:42])[CH2:41]2)[CH2:35]1>>[Cl:1][c:2]1[cH:3][c:4]([C:28]([F:29])([F:30])[F:31])[c:5]([CH2:6][n:7]2[n:8][cH:9][c:10]3[cH:11][c:12]([CH:16]=[C:17]4[C:18](=[O:25])[N:19]=[C:20]([N:32]5[CH2:33][CH:34]([N:36]6[CH2:37][CH:38]([CH3:43])[O:39][CH:40]([CH3:42])[CH2:41]6)[CH2:35]5)[S:21]4)[cH:13][cH:14][c:15]23)[cH:26][cH:27]1. Yield: 91.0%. As a reaction SMILES: [C:1]1([C@@H:7]2[CH2:9][C@H:8]2[C:10](O)=[O:11])[CH:6]=[CH:5][CH:4]=[CH:3][CH:2]=1.[B].[OH-].[Na+]>C1COCC1>[OH:11][CH2:10][C@@H:8]1[CH2:9][C@H:7]1[C:1]1[CH:6]=[CH:5][CH:4]=[CH:3][CH:2]=1 |f:2.3|. Reactants: C1(=CC=CC=C1)[C@H]1[C@@H](C1)C(=O)O (trans-2-phenylcyclopropanecarboxylic acid), [B] (boron), [OH-].[Na+] (NaOH). Product: OC[C@H]1[C@@H](C1)C1=CC=CC=C1 (trans-1-hydroxymethyl-2-phenylcyclopropane). Solvent: C1CCOC1 (THF). Reported procedure: 1st stage: add a solution of 25.0 g (154 mmol) of trans-2-phenylcyclopropanecarboxylic acid in 100 ml of THF to a boron complex borane-THF solution drop by drop under a nitrogen atmosphere. Place the solution in the reflux for 3 hours and gently add 130 ml of NaOH 2N solution and stir the mixture for 30 minutes. Concentrate the etherised extracts in a vacuum to obtain 20.78 g of coarse trans-1-hydroxymethyl-2-phenylcyclopropane which is purified by distillation. The product is CCCc1c(OCc2cccc(Nc3cc(C(=O)O)ccn3)c2)ccc(C(C)=O)c1O. Starting materials: CCCc1c(OCc2cccc(Nc3cc(C(=O)OC)ccn3)c2)ccc(C(C)=O)c1O, Cl, [Li+], C1CCOC1, [OH-], O. As a reaction SMILES: [CH3:3][O:4][C:5]([c:6]1[cH:7][c:8]([NH:12][c:13]2[cH:14][c:15]([CH2:19][O:20][c:21]3[c:22]([CH2:31][CH2:32][CH3:33])[c:23]([OH:30])[c:24]([C:27]([CH3:28])=[O:29])[cH:25][cH:26]3)[cH:16][cH:17][cH:18]2)[n:9][cH:10][cH:11]1)=[O:34].[ClH:36].[Li+:1].[O:37]1[CH2:38][CH2:39][CH2:40][CH2:41]1.[OH-:2].[OH2:35]>>[O:4]=[C:5]([c:6]1[cH:7][c:8]([NH:12][c:13]2[cH:14][c:15]([CH2:19][O:20][c:21]3[c:22]([CH2:31][CH2:32][CH3:33])[c:23]([OH:30])[c:24]([C:27]([CH3:28])=[O:29])[cH:25][cH:26]3)[cH:16][cH:17][cH:18]2)[n:9][cH:10][cH:11]1)[OH:34]. Starting materials: N(=O)[O-] (nitrite), [I-].[K+] (potassium iodide), NC=1C=C(C(=O)OC)C=C(C1C)[N+](=O)[O-] (methyl 3-amino-4-methyl-5-nitrobenzoate). The solvent is O (water), O (water), O (water), Cl (hydrochloric acid). The product is IC=1C=C(C(=O)OC)C=C(C1C)[N+](=O)[O-] (methyl 3-iodo-4-methyl-5-nitrobenzoate). Isolated yield 73.6%. As a reaction SMILES: N[C:2]1[CH:3]=[C:4]([CH:9]=[C:10]([N+:13]([O-:15])=[O:14])[C:11]=1[CH3:12])[C:5]([O:7][CH3:8])=[O:6].N([O-])=O.[I-:19].[K+]>Cl.O>[I:19][C:2]1[CH:3]=[C:4]([CH:9]=[C:10]([N+:13]([O-:15])=[O:14])[C:11]=1[CH3:12])[C:5]([O:7][CH3:8])=[O:6] |f:2.3|. Reported procedure: To a suspension of methyl 3-amino-4-methyl-5-nitrobenzoate (36.0 g) in 6-normal hydrochloric acid (276 mL) was added dropwise a solution nitrite (13.0 g) in water (35 mL) under ice-salt-cooling over 20 minutes, and the mixture was stirred under ice-cooling for 1 hour. Then, thereto was added dropwise a solution of potassium iodide (34.1 g) in water (280 mL) under ice-cooling over 20 minutes, and the mixture was stirred at room temperature for 2 hours. To the reaction mixture was added water unde... Reactants: N(=NC(=O)N1CCCCC1)C(=O)N1CCCCC1 (1,1′-(azodicarbonyl)dipiperidine), COC=1C=C(C=CC1OCC=1N=C(SC1C)C1=CC=CC=C1)CO ({3-methoxy-4-[(5-methyl-2-phenyl-1,3-thiazol-4-yl)methoxy]phenyl}methanol), OC1=NN(C=C1C=O)C1=CC=CC=C1 (3-hydroxy-1-phenyl-1H-pyrazole-4-carbaldehyde), C(CCC)P(CCCC)CCCC (tributylphosphine). Solvent: O1CCCC1 (tetrahydrofuran). Reaction conditions: time 15 hour. Procedure: To a mixture of {3-methoxy-4-[(5-methyl-2-phenyl-1,3-thiazol-4-yl)methoxy]phenyl}methanol (0.95 g), 3-hydroxy-1-phenyl-1H-pyrazole-4-carbaldehyde (0.58 g), tributylphosphine (0.85 g) and tetrahydrofuran (100 mL) was added 1,1′-(azodicarbonyl)dipiperidine (1.06 g) at room temperature, and the mixture was stirred for 15 hrs. The precipitated crystals were removed by filtration and the filtrate was concentrated. The residue was subjected to silica gel column chromatography to give 3-({3-methoxy-4-[... Isolated yield 58.3%. RXN SMILES: [CH3:1][O:2][C:3]1[CH:4]=[C:5]([CH2:23][OH:24])[CH:6]=[CH:7][C:8]=1[O:9][CH2:10][C:11]1[N:12]=[C:13]([C:17]2[CH:22]=[CH:21][CH:20]=[CH:19][CH:18]=2)[S:14][C:15]=1[CH3:16].O[C:26]1[C:30]([CH:31]=[O:32])=[CH:29][N:28]([C:33]2[CH:38]=[CH:37][CH:36]=[CH:35][CH:34]=2)[N:27]=1.C(P(CCCC)CCCC)CCC.N(C(N1CCCCC1)=O)=NC(N1CCCCC1)=O>O1CCCC1>[CH3:1][O:2][C:3]1[CH:4]=[C:5]([CH:6]=[CH:7][C:8]=1[O:9][CH2:10][C:11]1[N:12]=[C:13]([C:17]2[CH:22]=[CH:21][CH:20]=[CH:19][CH:18]=2)[S:14][C:15]=1[CH3:16])[CH2:23][O:24][C:26]1[C:30]([CH:31]=[O:32])=[CH:29][N:28]([C:33]2[CH:34]=[CH:35][CH:36]=[CH:37][CH:38]=2)[N:27]=1. The product is COC=1C=C(COC2=NN(C=C2C=O)C2=CC=CC=C2)C=CC1OCC=1N=C(SC1C)C1=CC=CC=C1 (3-({3-methoxy-4-[(5-methyl-2-phenyl-1,3-thiazol-4-yl)methoxy]benzyl}oxy)-1-phenyl-1H-pyrazole-4-carbaldehyde). Reactants: C1CCOC1, COC(=O)c1ccc(OCc2c(-c3cccc(Cl)c3)noc2C)nc1, CO, Cl, [Li+], [OH-], O, O. Yields the product Cc1onc(-c2cccc(Cl)c2)c1COc1ccc(C(=O)O)cn1. As a reaction SMILES: [CH2:30]1[O:31][CH2:32][CH2:33][CH2:34]1.[CH3:1][O:2][C:3]([c:4]1[cH:5][n:6][c:7]([O:10][CH2:11][c:12]2[c:13](-[c:18]3[cH:19][c:20]([Cl:24])[cH:21][cH:22][cH:23]3)[n:14][o:15][c:16]2[CH3:17])[cH:8][cH:9]1)=[O:25].[CH3:36][OH:37].[ClH:29].[Li+:28].[OH-:27].[OH2:26].[OH2:35]>>[O:2]=[C:3]([c:4]1[cH:5][n:6][c:7]([O:10][CH2:11][c:12]2[c:13](-[c:18]3[cH:19][c:20]([Cl:24])[cH:21][cH:22][cH:23]3)[n:14][o:15][c:16]2[CH3:17])[cH:8][cH:9]1)[OH:25]. Starting materials: CCC(C)(C)O, Cc1ccccc1, ClCCc1ccccc1, [I-], [Na+], [Na+], [OH-], c1c[nH]nn1. The product is c1ccc(CCn2ccnn2)cc1. Reaction SMILES: [C:19]([OH:20])([CH2:21][CH3:22])([CH3:23])[CH3:24].[CH3:25][c:26]1[cH:27][cH:28][cH:29][cH:30][cH:31]1.[Cl:10][CH2:11][CH2:12][c:13]1[cH:14][cH:15][cH:16][cH:17][cH:18]1.[I-:7].[Na+:6].[Na+:9].[OH-:8].[nH:1]1[n:2][n:3][cH:4][cH:5]1>>[n:1]1([CH2:11][CH2:12][c:13]2[cH:14][cH:15][cH:16][cH:17][cH:18]2)[n:2][n:3][cH:4][cH:5]1. Starting materials: [H-].[Na+] (sodium hydride), ClC=1C=CC=2N(C(C3=C(N(C2N1)CC)N=CC(=C3)O)=O)C (2-chloro-5,11-dihydro-11-ethyl-8-hydroxy-5-methyl-6H-dipyrido[3,2-b:2',3'-e][1,4]diazepin-6-one), C(C1=CC=CC=C1)Br (benzyl bromide). The solvent is O1CCCC1 (tetrahydrofuran). Conditions: temperature 0 celsius, time 24 hour. Yields the product ClC=1C=CC=2N(C(C3=C(N(C2N1)CC)N=CC(=C3)OCC3=CC=CC=C3)=O)C (2-chloro-5,11-dihydro-11-ethyl-5-methyl-8-phenylmethoxy-6H-dipyrido[3,2-b:2',3'-e][1,4]diazepin-6-one). The yield is 52.1%. RXN SMILES: [Cl:1][C:2]1[CH:3]=[CH:4][C:5]2[N:6]([CH3:21])[C:7](=[O:20])[C:8]3[CH:18]=[C:17]([OH:19])[CH:16]=[N:15][C:9]=3[N:10]([CH2:13][CH3:14])[C:11]=2[N:12]=1.[H-].[Na+].[CH2:24](Br)[C:25]1[CH:30]=[CH:29][CH:28]=[CH:27][CH:26]=1>O1CCCC1>[Cl:1][C:2]1[CH:3]=[CH:4][C:5]2[N:6]([CH3:21])[C:7](=[O:20])[C:8]3[CH:18]=[C:17]([O:19][CH2:24][C:25]4[CH:30]=[CH:29][CH:28]=[CH:27][CH:26]=4)[CH:16]=[N:15][C:9]=3[N:10]([CH2:13][CH3:14])[C:11]=2[N:12]=1 |f:1.2|. Reported procedure: The 2-chloro-5,11-dihydro-11-ethyl-8-hydroxy-5-methyl-6H-dipyrido[3,2-b:2',3'-e][1,4]diazepin-6-one (0.052 g, 0.17 mmol) was dissolved in tetrahydrofuran and treated with excess sodium hydride (60% wt.) followed by benzyl bromide (0.04 mL, 0.34 mmol). After 24 hours stirring the mixture was cooled to 0° C. and the excess sodium hydride was quenched by the dropwise addition of water and the resulting solution was extracted with dichloromethane (3×20 mL) The combined organics were dried over magne... Starting materials: S1C(SC1)=C(C(=O)OC(C)C)C(=O)O (isopropyl 2-(1,3-dithietan-2-ylidene)-2-carboxyacetate), N1=CC=CC=C1 (pyridine), ClC1=CC=C(N)C=C1 (4-chloroaniline), P(Cl)(Cl)(Cl)(Cl)Cl (phosphorous pentachloride). The solvent is C(Cl)Cl (methylene chloride). Run at time 1 hour. The product is S1C(SC1)=C(C(=O)OC(C)C)C(NC1=CC=C(C=C1)Cl)=O (Isopropyl 2-(1,3-dithietan-2-ylidene)-2-[N-(4-chlorophenyl)carbamoyl]acetate). RXN SMILES: [S:1]1[CH2:4][S:3][C:2]1=[C:5]([C:12]([OH:14])=O)[C:6]([O:8][CH:9]([CH3:11])[CH3:10])=[O:7].P(Cl)(Cl)(Cl)(Cl)Cl.N1C=CC=CC=1.[Cl:27][C:28]1[CH:34]=[CH:33][C:31]([NH2:32])=[CH:30][CH:29]=1>C(Cl)Cl>[S:3]1[CH2:4][S:1][C:2]1=[C:5]([C:12](=[O:14])[NH:32][C:31]1[CH:33]=[CH:34][C:28]([Cl:27])=[CH:29][CH:30]=1)[C:6]([O:8][CH:9]([CH3:10])[CH3:11])=[O:7]. Reported procedure: A solution of isopropyl 2-(1,3-dithietan-2-ylidene)-2-carboxyacetate (10 g) in methylene chloride (100 ml) was cooled to -10° C. and thereto phosphorous pentachloride (8.9 g) was added portionwise and then stirred for 1 hr. To the reaction mixture pyridine (13.8 ml) and 4-chloroaniline (5.45 g) were added and stirred for 2 hrs. The mixture was washed with dil-HCl, 10% aqueous sodium hydroxide solution and water and then evaporated. The residue was purified with ethyl acetate to afford the titled... Starting materials: NaCHCO3, C(CCCCCCC)C1=CC=C(C=C1)N1CC(CC1)O (1-(4-octylphenyl)pyrrolidin-3-ol), N1=CC=CC=C1 (pyridine), C1CCC(CC1)N=C=NC2CCCCC2 (DCC), C(=O)(C(F)(F)F)O (TFA). Solvent: CS(=O)C (DMSO), C1(=CC=CC=C1)C (Toluene). Product: C(CCCCCCC)C1=CC=C(C=C1)N1CC(CC1)=O (1-(4-octylphenyl)pyrrolidin-3-one). Yield: 84.4%. Reaction SMILES: [CH2:1]([C:9]1[CH:14]=[CH:13][C:12]([N:15]2[CH2:19][CH2:18][CH:17]([OH:20])[CH2:16]2)=[CH:11][CH:10]=1)[CH2:2][CH2:3][CH2:4][CH2:5][CH2:6][CH2:7][CH3:8].N1C=CC=CC=1.C1CCC(N=C=NC2CCCCC2)CC1.C(O)(C(F)(F)F)=O>CS(C)=O.C1(C)C=CC=CC=1>[CH2:1]([C:9]1[CH:10]=[CH:11][C:12]([N:15]2[CH2:19][CH2:18][C:17](=[O:20])[CH2:16]2)=[CH:13][CH:14]=1)[CH2:2][CH2:3][CH2:4][CH2:5][CH2:6][CH2:7][CH3:8]. Procedure: To a solution of 1-(4-octylphenyl)pyrrolidin-3-ol (3.7 g, 13.43 mmol) in DMSO (50 ml) and Toluene (50.0 ml) at 0° C. was added pyridine (3.80 ml, 47.0 mmol), DCC (4.85 g, 23.51 mmol), and TFA (1.035 ml, 13.43 mmol). Following the addition the reaction mixture was allowed to warm to room temperature. After 5 h saturated NaCHCO3 was added to the reaction mixture and the suspension was filtered. The filtrate was partially concentrated in vacuo and the resulting dark oil was extracted with heptane. ...